From a dataset of the Open Reaction Database (ORD), a public repository of structured organic reaction records. describe an organic reaction: reactants, conditions, products, and yield Procedure: 2-n-butyl acrylic acid (9.90 g, 77.2 mmol, and 1 equiv.) is dissolved in dry THF (260 mL) and cooled to −78° C. under nitrogen. Hunig's base (17.5 mL, 100.4 mmol, 1.3 equiv.) and pivaloyl chloride (9.5 mL, 77.2 mmol, 1 equiv.) are added at such a rate that the temperature remains below −60° C. The mixture is stirred at −78° C. for 30 minutes, warmed to rt for 2 hours, and finally cooled back to −78° C. In a separate flask, (S)-(−)-4-benzyl-2-oxazolidinone (13.49 g, 77.24 mmol) is dissolved in dr... Product: C(C1=CC=CC=C1)C1N(C(OC1)=O)C(C(=C)CCCC)=O (4-benzyl-3-(2-butyl-acryloyl)-oxazolidin-2-one). Solvent: C1CCOC1 (THF), C1CCOC1 (THF). Reaction SMILES: [CH2:1]([C:5](=[CH2:9])[C:6]([OH:8])=O)[CH2:2][CH2:3][CH3:4].CCN(C(C)C)C(C)C.C(Cl)(=O)C(C)(C)C.[CH2:26]([C@H:33]1[CH2:37][O:36][C:35](=[O:38])[NH:34]1)[C:27]1[CH:32]=[CH:31][CH:30]=[CH:29][CH:28]=1.C([Li])CCC>C1COCC1>[CH2:26]([CH:33]1[CH2:37][O:36][C:35](=[O:38])[N:34]1[C:6](=[O:8])[C:5]([CH2:1][CH2:2][CH2:3][CH3:4])=[CH2:9])[C:27]1[CH:28]=[CH:29][CH:30]=[CH:31][CH:32]=1. Run at temperature -78 celsius, time 30 minute. Reactants: C(C1=CC=CC=C1)[C@@H]1NC(OC1)=O ((S)-(−)-4-benzyl-2-oxazolidinone), C(CCC)C(C(=O)O)=C (2-n-butyl acrylic acid), CCN(C(C)C)C(C)C (Hunig's base), C(C(C)(C)C)(=O)Cl (pivaloyl chloride), C(CCC)[Li] (n-butyllithium). Reactants: FC1=CC=C(C=C1)[N+](=O)[O-] (1-fluoro-4-nitrobenzene), O (Water), OCCN1C=NC=C1 (1-(Hydroxyethyl)imidazole), [H-].[Na+] (Sodium hydride). Run in C1CCOC1 (THF), C1CCOC1 (THF). Run at time 20 minute. Yields the product [N+](=O)([O-])C1=CC=C(OCCN2C=NC=C2)C=C1 (1-(2-(4-nitrophenoxy)-ethyl)-1H-imidazole). The yield is 49.6%. RXN SMILES: [OH:1][CH2:2][CH2:3][N:4]1[CH:8]=[CH:7][N:6]=[CH:5]1.[H-].[Na+].F[C:12]1[CH:17]=[CH:16][C:15]([N+:18]([O-:20])=[O:19])=[CH:14][CH:13]=1.O>C1COCC1>[N+:18]([C:15]1[CH:16]=[CH:17][C:12]([O:1][CH2:2][CH2:3][N:4]2[CH:8]=[CH:7][N:6]=[CH:5]2)=[CH:13][CH:14]=1)([O-:20])=[O:19] |f:1.2|. Procedure: 1-(Hydroxyethyl)imidazole (5.30 g; 47.3 mmol) was dissolved in anhydrous THF (50 mL) and cooled in an ice-bath. Sodium hydride (2.08 g of a 60 wt % dispersion in oil, 52.0 mmol) was added in portions over 10 min. The ice-bath was removed, and the mixture was stirred at room temperature for 20 min. A solution of 1-fluoro-4-nitrobenzene (5.0 mL, 47.2 mmol) in anhydrous THF (10 mL) was added over 5 min and the mixture stirred for a further 1.5 hr. Water (a few mL) was cautiously added and the mixtu...